This data is from the Open Reaction Database (ORD), a public repository of structured organic reaction records. The task is: describe an organic reaction: reactants, conditions, products, and yield Starting materials: CC=1N2C(SC1)=NC(=C2)CO (3-methyl-6-hydroxymethyl-imidazo-(2,1-b)thiazole), C(CCC)(=O)Cl (butyroyl chloride), N1=CC=CC=C1 (pyridine). Run in C(Cl)(Cl)Cl (chloroform), C(Cl)(Cl)Cl (chloroform). Conditions: time 1 hour. The product is Cl.CC=1N2C(SC1)=NC(=C2)COC(CCC)=O (3-methyl-6-butyroxymethyl-imidazo-(2,1-b)thiazole hydrochloride). Reaction SMILES: [CH3:1][C:2]1[N:3]2[CH:9]=[C:8]([CH2:10][OH:11])[N:7]=[C:4]2[S:5][CH:6]=1.[C:12]([Cl:17])(=[O:16])[CH2:13][CH2:14][CH3:15].N1C=CC=CC=1>C(Cl)(Cl)Cl>[ClH:17].[CH3:1][C:2]1[N:3]2[CH:9]=[C:8]([CH2:10][O:11][C:12](=[O:16])[CH2:13][CH2:14][CH3:15])[N:7]=[C:4]2[S:5][CH:6]=1 |f:4.5|. Procedure: A solution of 5 g of 3-methyl-6-hydroxymethyl-imidazo-(2,1-b)thiazole in 100 ml of dry chloroform is dropped at 35° into a solution of 15 ml of butyroyl chloride and 12 ml of pyridine in 75 ml of dry chloroform. The suspension obtained is stirred for 1 hour at room temperature and then filtered. The filtrate is concentrated by evaporation. The residue obtained is dissolved in abs.ethanol and a stream of dry hydrochloric acid is bubbled into the solution to yield 4.5 g of 3-methyl-6-butyroxymethy... The reagents and catalysts are C=1C=CC(=CC1)[P](C=2C=CC=CC2)(C=3C=CC=CC3)[Pd]([P](C=4C=CC=CC4)(C=5C=CC=CC5)C=6C=CC=CC6)([P](C=7C=CC=CC7)(C=8C=CC=CC8)C=9C=CC=CC9)[P](C=1C=CC=CC1)(C=1C=CC=CC1)C=1C=CC=CC1 (Pd(PPh3)4). Starting materials: BrC=1C=CC(=NC1)C(C(F)(F)F)NC ([1-(5-Bromo-pyridin-2-yl)-2,2,2-trifluoro-ethyl]-methyl-amine), FC(C(=O)N1C(O[C@@H]([C@H]1CF)C1=CC=C(C=C1)B1OC(C(O1)(C)C)(C)C)(C)C)F (2,2-Difluoro-1-{(4S,5R)-4-fluoromethyl-2,2-dimethyl-5-[4-(4,4,5,5-tetramethyl-[1,3,2]dioxaborolan-2-yl)-phenyl]-oxazolidin-3-yl}-ethanone), C(=O)([O-])[O-].[Na+].[Na+] (Na2CO3). Yield: 90.5%. Run at temperature 80 celsius. Procedure details: To a stirred solution of [1-(5-Bromo-pyridin-2-yl)-2,2,2-trifluoro-ethyl]-methyl-amine (0.075 g, 0.279 mmol) and 2,2-Difluoro-1-{(4S,5R)-4-fluoromethyl-2,2-dimethyl-5-[4-(4,4,5,5-tetramethyl-[1,3,2]dioxaborolan-2-yl)-phenyl]-oxazolidin-3-yl}-ethanone (0.115 g, 0.279 mmol) in toluene:ethanol:water (3:3:3 mL) is added Na2CO3 (0.073 g, 0.697 mmol) at room temperature. Resulting reaction mixture is degassed with nitrogen for 30 minutes followed by addition of Pd(PPh3)4 (0.032 g, 0.028 mmol) and heat... As a reaction SMILES: Br[C:2]1[CH:3]=[CH:4][C:5]([CH:8]([NH:13][CH3:14])[C:9]([F:12])([F:11])[F:10])=[N:6][CH:7]=1.[F:15][CH:16]([F:43])[C:17]([N:19]1[C@H:23]([CH2:24][F:25])[C@@H:22]([C:26]2[CH:31]=[CH:30][C:29](B3OC(C)(C)C(C)(C)O3)=[CH:28][CH:27]=2)[O:21][C:20]1([CH3:42])[CH3:41])=[O:18].C([O-])([O-])=O.[Na+].[Na+]>C1(C)C=CC=CC=1.C(O)C.O.C1C=CC([P]([Pd]([P](C2C=CC=CC=2)(C2C=CC=CC=2)C2C=CC=CC=2)([P](C2C=CC=CC=2)(C2C=CC=CC=2)C2C=CC=CC=2)[P](C2C=CC=CC=2)(C2C=CC=CC=2)C2C=CC=CC=2)(C2C=CC=CC=2)C2C=CC=CC=2)=CC=1>[F:43][CH:16]([F:15])[C:17]([N:19]1[C@H:23]([CH2:24][F:25])[C@@H:22]([C:26]2[CH:31]=[CH:30][C:29]([C:2]3[CH:7]=[N:6][C:5]([CH:8]([NH:13][CH3:14])[C:9]([F:12])([F:11])[F:10])=[CH:4][CH:3]=3)=[CH:28][CH:27]=2)[O:21][C:20]1([CH3:41])[CH3:42])=[O:18] |f:2.3.4,5.6.7,^1:64,66,85,104|. Solvent: C1(=CC=CC=C1)C.C(C)O.O (toluene ethanol water). The product is FC(C(=O)N1C(O[C@@H]([C@H]1CF)C1=CC=C(C=C1)C=1C=NC(=CC1)C(C(F)(F)F)NC)(C)C)F (2,2-Difluoro-1-((4S,5R)-4-fluoromethyl-2,2-dimethyl-5-{4-[6-(2,2,2-trifluoro-1-methylamino-ethyl)-pyridin-3-yl]-phenyl}-oxazolidin-3-yl)ethanone). Yield: 149.5%. RXN SMILES: [OH:1][C:2]([CH2:5][CH2:6][CH2:7][C@H:8]([C@@H:10]1[C@:28]2([CH3:29])[C@H:13]([C@H:14]3[C@H:25]([CH2:26][CH2:27]2)[C@:23]2([CH3:24])[C:17]([CH2:18][C@H:19]([CH2:21][CH2:22]2)[OH:20])=[CH:16][CH2:15]3)[CH2:12][CH2:11]1)[CH3:9])([CH3:4])[CH3:3].ClC1C(=O)C(C#N)=C(C#N)C(=O)C=1Cl>O1CCOCC1>[OH:1][C:2]([CH2:5][CH2:6][CH2:7][C@H:8]([C@@H:10]1[C@:28]2([CH3:29])[C@H:13]([C@H:14]3[C@H:25]([CH2:26][CH2:27]2)[C@:23]2([CH3:24])[C:17](=[CH:18][C:19](=[O:20])[CH:21]=[CH:22]2)[CH:16]=[CH:15]3)[CH2:12][CH2:11]1)[CH3:9])([CH3:3])[CH3:4]. Procedure: 25-Hydroxycholesterol (I) (10.0 gm, 0.0248 mol) was dissolved in 290 ml of dry dioxane. 2,3-Dichloro-5,6-dicyano-1,4-benzoquinone (18.62 gm, 0.082 mol) was added and the reaction was refluxed 14 hours. The reaction mixture was allowed to cool and then filtered. The filtrate was concentrated, in vacuo, to give 14.7 gm red-brown solid. This solid was taken up in 40 ml ethyl acetate and chromatographed on 250 gm neutral alumina, eluting with ethyl acetate. Product-containing fractions were combined... Starting materials: OC(C)(C)CCC[C@@H](C)[C@H]1CC[C@H]2[C@@H]3CC=C4C[C@@H](O)CC[C@]4(C)[C@H]3CC[C@]12C (25-Hydroxycholesterol), ClC=1C(C(=C(C(C1Cl)=O)C#N)C#N)=O (2,3-Dichloro-5,6-dicyano-1,4-benzoquinone). The solvent is O1CCOCC1 (dioxane). Yields the product OC(C)(C)CCC[C@@H](C)[C@H]1CC[C@H]2[C@@H]3C=CC4=CC(C=C[C@]4(C)[C@H]3CC[C@]12C)=O (25-HYDROXYCHOLESTA-1,4,6-TRIEN-3-ONE).